Dataset: the Open Reaction Database (ORD), a public repository of structured organic reaction records. Task: describe an organic reaction: reactants, conditions, products, and yield Starting materials: COC(C(CC1CCCCC1)C1=CC(=C(C=C1)N1N=NN=C1C(F)(F)F)Cl)=O (2-[3-chloro-4-(5-trifluoromethyl-tetrazol-1-yl)-phenyl]-3-cyclohexyl-propionic acid methyl ester), [OH-].[Na+] (sodium hydroxide). Run in C(C)O (ethanol). Reaction conditions: temperature 47.5 celsius. The product is ClC=1C=C(C=CC1N1N=NN=C1C(F)(F)F)C(C(=O)O)CC1CCCCC1 (2-[3-chloro-4-(5-trifluoromethyl-tetrazol-1-yl)-phenyl]-3-cyclohexyl-propionic acid). Yield: 61.2%. As a reaction SMILES: C[O:2][C:3](=[O:28])[CH:4]([C:12]1[CH:17]=[CH:16][C:15]([N:18]2[C:22]([C:23]([F:26])([F:25])[F:24])=[N:21][N:20]=[N:19]2)=[C:14]([Cl:27])[CH:13]=1)[CH2:5][CH:6]1[CH2:11][CH2:10][CH2:9][CH2:8][CH2:7]1.[OH-].[Na+]>C(O)C>[Cl:27][C:14]1[CH:13]=[C:12]([CH:4]([CH2:5][CH:6]2[CH2:11][CH2:10][CH2:9][CH2:8][CH2:7]2)[C:3]([OH:28])=[O:2])[CH:17]=[CH:16][C:15]=1[N:18]1[C:22]([C:23]([F:26])([F:24])[F:25])=[N:21][N:20]=[N:19]1 |f:1.2|. Procedure details: A solution of 2-[3-chloro-4-(5-trifluoromethyl-tetrazol-1-yl)-phenyl]-3-cyclohexyl-propionic acid methyl ester (634 mg, 1.52 rumol) in ethanol (10 mL) was treated with a 1N aqueous sodium hydroxide solution (3 mL). The solution was heated at 45-50° C. for 5 h, at which time, thin layer chromatography analysis of the mixture indicated the absence of starting material. The reaction mixture was then concentrated in vacuo to remove ethanol, and the residue was diluted with water (50 mL) and extracte... Starting materials: BrC=1C=C(C(=O)OC)C=CC1O (methyl 3-bromo-4-hydroxybenzoate), BrC(C)C (2-bromopropane), [I-].[K+] (potassium iodide), C([O-])([O-])=O.[K+].[K+] (potassium carbonate). Run in CN(C=O)C (N,N-dimethylformamide). Conditions: temperature 80 celsius, time 2 hour. Product: BrC=1C=C(C(=O)OC)C=CC1OC(C)C (methyl 3-bromo-4-isopropoxybenzoate). Isolated yield 82.4%. Reaction SMILES: [Br:1][C:2]1[CH:3]=[C:4]([CH:9]=[CH:10][C:11]=1[OH:12])[C:5]([O:7][CH3:8])=[O:6].Br[CH:14]([CH3:16])[CH3:15].[I-].[K+].C(=O)([O-])[O-].[K+].[K+]>CN(C)C=O>[Br:1][C:2]1[CH:3]=[C:4]([CH:9]=[CH:10][C:11]=1[O:12][CH:14]([CH3:16])[CH3:15])[C:5]([O:7][CH3:8])=[O:6] |f:2.3,4.5.6|. Procedure: To a solution of methyl 3-bromo-4-hydroxybenzoate (15.0 g, 64.9 mmol), 2-bromopropane (7.68 mL, 77.9 mmol) and potassium iodide (1.0 g, 6.49 mmol) in N,N-dimethylformamide (200 mL) was added potassium carbonate (13.5 g, 97.4 mmol) and the mixture was stirred at 80° C. for 2 hrs. The reaction mixture was concentrated under reduced pressure. Brine was added to the obtained residue and the mixture was extracted with ethyl acetate. The extract was dried over anhydrous sodium sulfate and concentrated... Starting materials: CN(CC(=O)N1CCCC2=CC(=C(C=C12)NC=1N=C(C2=C(N1)N(C=C2C)S(=O)(=O)C2=CC=C(C=C2)C)NC2=C(C(=O)NC)C(=CC=C2)F)OC)C (2-({2-{[1-(N,N-dimethylglycyl)-6-(methyloxy)-1,2,3,4-tetrahydro-7-quinolinyl]amino}-5-methyl-7-[(4-methylphenyl)sulfonyl]-7H-pyrrolo[2,3-d]pyrimidin-4-yl}amino)-6-fluoro-N-methylbenzamide), [OH-].[Na+] (NaOH). Run in O1CCOCC1 (dioxane), CCOC(=O)C (EtOAc). Conditions: temperature 120 celsius. Product: CN(CC(=O)N1CCCC2=CC(=C(C=C12)NC1=NC(=C2C(N1)=NC=C2C)NC2=C(C(=O)NC)C(=CC=C2)F)OC)C (2-[(2-{[1-(N,N-dimethylglycyl)-6-(methyloxy)-1,2,3,4-tetrahydro-7-quinolinyl]amino}-5-methyl-1H-pyrrolo[2,3-d]pyrimidin-4-yl)amino]-6-fluoro-N-methylbenzamide). The yield is 67.5%. Reaction SMILES: [CH3:1][N:2]([CH3:51])[CH2:3][C:4]([N:6]1[C:15]2[C:10](=[CH:11][C:12]([O:49][CH3:50])=[C:13]([NH:16][C:17]3[N:18]=[C:19]([NH:37][C:38]4[CH:47]=[CH:46][CH:45]=[C:44]([F:48])[C:39]=4[C:40]([NH:42][CH3:43])=[O:41])[C:20]4[C:25]([CH3:26])=[CH:24][N:23](S(C5C=CC(C)=CC=5)(=O)=O)[C:21]=4[N:22]=3)[CH:14]=2)[CH2:9][CH2:8][CH2:7]1)=[O:5].[OH-].[Na+]>O1CCOCC1.CCOC(C)=O>[CH3:51][N:2]([CH3:1])[CH2:3][C:4]([N:6]1[C:15]2[C:10](=[CH:11][C:12]([O:49][CH3:50])=[C:13]([NH:16][C:17]3[NH:22][C:21]4=[N:23][CH:24]=[C:25]([CH3:26])[C:20]4=[C:19]([NH:37][C:38]4[CH:47]=[CH:46][CH:45]=[C:44]([F:48])[C:39]=4[C:40]([NH:42][CH3:43])=[O:41])[N:18]=3)[CH:14]=2)[CH2:9][CH2:8][CH2:7]1)=[O:5] |f:1.2|. Reported procedure: 2-({2-{[1-(N,N-dimethylglycyl)-6-(methyloxy)-1,2,3,4-tetrahydro-7-quinolinyl]amino}-5-methyl-7-[(4-methylphenyl)sulfonyl]-7H-pyrrolo[2,3-d]pyrimidin-4-yl}amino)-6-fluoro-N-methylbenzamide (249 mg, 0.348 mmol) was dissolved in dioxane (3 mL) and 2N NaOH (2 mL) was added in a microwave safe vessel. The reaction was then heated in a microwave at 120° C. for 17 min. Reaction was diluted with EtOAc and the organic layer was washed with water and a saturated brine solution and dried over sodium sulfat... Reactants: BrC=1C=C2C=CC(=NC2=CC1)C=1N=C(NC1)[C@H]1N([C@@H]2C[C@@H]2C1)C(=O)OC(C)(C)C (tert-butyl (1R,3S,5R)-3-(4-(6-bromo-2-quinolinyl)-1H-imidazol-2-yl)-2-azabicyclo[3.1.0]hexane-2-carboxylate), CC1(OB(OC1(C)C)C1=CC=C(C=C1)C1=CN=C(N1)[C@H]1N([C@@H]2C[C@@H]2C1)C(=O)OC(C)(C)C)C ((1R,3S,5R)-tert-butyl 3-(5-(4-(4,4,5,5-tetramethyl-1,3,2-dioxaborolan-2-yl)phenyl)-1H-imidazol-2-yl)-2-azabicyclo[3.1.0]hexane-2-carboxylate), C1(CCCCC1)P(C1=C(C=CC=C1)C1=C(C=CC=C1OC)OC)C1CCCCC1 (dicyclohexyl(2′,6′-dimethoxybiphenyl-2-yl)phosphine), C(=O)([O-])[O-].[K+].[K+] (K2CO3). Reagents/catalysts: CC(=O)[O-].CC(=O)[O-].[Pd+2] (Pd(OAc)2). Solvent: CO (MeOH), C1CCOC1 (THF), O (water). Run at temperature 110 celsius, time 2 hour. Yields the product C(C)(C)(C)OC(=O)N1[C@@H]2C[C@@H]2C[C@H]1C=1NC=C(N1)C1=CC=C(C=C1)C=1C=C2C=CC(=NC2=CC1)C=1N=C(NC1)[C@H]1N([C@@H]2C[C@@H]2C1)C(=O)OC(C)(C)C (tert-butyl (1R,3S,5R)-3-(4-(6-(4-(2-((1R,3S,5R)-2-(tert-butoxycarbonyl)-2-azabicyclo[3.1.0]hex-3-yl)-1H-imidazol-4-yl)phenyl)-2-quinolinyl)-1H-imidazol-2-yl)-2-azabicyclo[3.1.0]hexane-2-carboxylate). Isolated yield 303.1%. As a reaction SMILES: Br[C:2]1[CH:3]=[C:4]2[C:9](=[CH:10][CH:11]=1)[N:8]=[C:7]([C:12]1[N:13]=[C:14]([C@@H:17]3[CH2:22][C@@H:21]4[C@@H:19]([CH2:20]4)[N:18]3[C:23]([O:25][C:26]([CH3:29])([CH3:28])[CH3:27])=[O:24])[NH:15][CH:16]=1)[CH:6]=[CH:5]2.CC1(C)C(C)(C)OB([C:38]2[CH:43]=[CH:42][C:41]([C:44]3[NH:48][C:47]([C@@H:49]4[CH2:54][C@@H:53]5[C@@H:51]([CH2:52]5)[N:50]4C(OC(C)(C)C)=O)=[N:46][CH:45]=3)=[CH:40][CH:39]=2)O1.C1(P(C2CCCCC2)[C:70]2C=CC=[CH:72][C:71]=2[C:76]2C(OC)=CC=CC=2OC)CCCCC1.[C:92]([O-:95])([O-:94])=O.[K+].[K+]>C1COCC1.O.CO.CC([O-])=O.CC([O-])=O.[Pd+2]>[C:71]([O:94][C:92]([N:50]1[C@H:49]([C:47]2[NH:46][CH:45]=[C:44]([C:41]3[CH:42]=[CH:43][C:38]([C:2]4[CH:3]=[C:4]5[C:9](=[CH:10][CH:11]=4)[N:8]=[C:7]([C:12]4[N:13]=[C:14]([C@@H:17]6[CH2:22][C@@H:21]7[C@@H:19]([CH2:20]7)[N:18]6[C:23]([O:25][C:26]([CH3:27])([CH3:29])[CH3:28])=[O:24])[NH:15][CH:16]=4)[CH:6]=[CH:5]5)=[CH:39][CH:40]=3)[N:48]=2)[CH2:54][C@@H:53]2[C@H:51]1[CH2:52]2)=[O:95])([CH3:76])([CH3:72])[CH3:70] |f:3.4.5,9.10.11|. Procedure: Pd(OAc)2 (7.40 mg, 0.033 mmol) was added to a solution of tert-butyl (1R,3S,5R)-3-(4-(6-bromo-2-quinolinyl)-1H-imidazol-2-yl)-2-azabicyclo[3.1.0]hexane-2-carboxylate (150 mg, 0.329 mmol), (1R,3S,5R)-tert-butyl 3-(5-(4-(4,4,5,5-tetramethyl-1,3,2-dioxaborolan-2-yl)phenyl)-1H-imidazol-2-yl)-2-azabicyclo[3.1.0]hexane-2-carboxylate (149 mg, 0.329 mmol), dicyclohexyl(2′,6′-dimethoxybiphenyl-2-yl)phosphine (27.0 mg, 0.066 mmol) and K2CO3 (137 mg, 0.988 mmol) in THF (2 mL) and water (0.50 mL) and the re... The reactants are O=C(O)c1cccc(Br)n1, CCOC(=O)C=Cc1cccc(N)c1. The product is CCOC(=O)C=Cc1cccc(NC(=O)c2cccc(Br)n2)c1. As a reaction SMILES: [Br:1][c:2]1[cH:3][cH:4][cH:5][c:6]([C:8](=[O:9])[OH:10])[n:7]1.[CH2:11]([CH3:12])[O:13][C:14]([CH:15]=[CH:16][c:17]1[cH:18][c:19]([NH2:23])[cH:20][cH:21][cH:22]1)=[O:24]>>[Br:1][c:2]1[cH:3][cH:4][cH:5][c:6]([C:8](=[O:10])[NH:23][c:19]2[cH:18][c:17]([CH:16]=[CH:15][C:14]([O:13][CH2:11][CH3:12])=[O:24])[cH:22][cH:21][cH:20]2)[n:7]1. The reactants are ClCCl, O=C(OCc1ccccc1)N1CC=C(OS(=O)(=O)C(F)(F)F)CC1, [Na+], [Na+], O=C([O-])[O-], C1COCCO1, O, OB(O)c1ccc(O)cc1. Reaction SMILES: [Cl:48][CH2:49][Cl:50].[F:7][C:8]([F:9])([F:10])[S:11]([O:12][C:13]1=[CH:14][CH2:15][N:16]([C:19](=[O:20])[O:21][CH2:22][c:23]2[cH:24][cH:25][cH:26][cH:27][cH:28]2)[CH2:17][CH2:18]1)(=[O:29])=[O:30].[Na+:1].[Na+:2].[O-:3][C:4](=[O:5])[O-:6].[O:41]1[CH2:42][CH2:43][O:44][CH2:45][CH2:46]1.[OH2:47].[OH:31][c:32]1[cH:33][cH:34][c:35]([B:38]([OH:39])[OH:40])[cH:36][cH:37]1>>[C:13]1([c:35]2[cH:34][cH:33][c:32]([OH:31])[cH:37][cH:36]2)=[CH:14][CH2:15][N:16]([C:19](=[O:20])[O:21][CH2:22][c:23]2[cH:24][cH:25][cH:26][cH:27][cH:28]2)[CH2:17][CH2:18]1. The product is O=C(OCc1ccccc1)N1CC=C(c2ccc(O)cc2)CC1.